Dataset: the Open Reaction Database (ORD), a public repository of structured organic reaction records. Task: describe an organic reaction: reactants, conditions, products, and yield Reactants: CCOC(=O)CC(Cc1ccc(-c2cccc(Cl)c2)cc1)NC(=O)c1cnc(OC)o1, Cl, C1COCCO1. Yields the product CCOC(=O)CC(Cc1ccc(-c2cccc(Cl)c2)cc1)NC(=O)c1c[nH]c(=O)o1. Reaction SMILES: [Cl:1][c:2]1[cH:3][c:4](-[c:8]2[cH:9][cH:10][c:11]([CH2:14][CH:15]([CH2:16][C:17](=[O:18])[O:19][CH2:20][CH3:21])[NH:22][C:23](=[O:24])[c:25]3[cH:26][n:27][c:28]([O:30][CH3:31])[o:29]3)[cH:12][cH:13]2)[cH:5][cH:6][cH:7]1.[ClH:32].[O:33]1[CH2:34][CH2:35][O:36][CH2:37][CH2:38]1>>[Cl:1][c:2]1[cH:3][c:4](-[c:8]2[cH:9][cH:10][c:11]([CH2:14][CH:15]([CH2:16][C:17](=[O:18])[O:19][CH2:20][CH3:21])[NH:22][C:23](=[O:24])[c:25]3[cH:26][nH:27][c:28](=[O:30])[o:29]3)[cH:12][cH:13]2)[cH:5][cH:6][cH:7]1. The reactants are NC=1SC=C(N1)C(C(=O)N[C@H]1[C@H]2SCC(=C(N2C1=O)C(=O)O)CSC1=CC(=NC=2N1N=C(N2)C(N)=O)C)=O ((6R,7R)-7-(2-amino-4-thiazoleglyoxylamido)-3-[[(2-carbamoyl-5-methyl-s-triazolo[1,5-a]pyrimidin-7-yl)thio]methyl]-8-oxo-5-thia-1-azabicyclo[4.2.0]oct-2-ene-2-carboxylic acid), O(N)C(C(=O)NNS(=O)(=O)C1=CC(=C(C=C1)O)O)(C)C (2-[2-(aminoxy)-2-methylpropionyl]-1-[(3,4-dihydroxyphenyl)sulphonyl]hydrazine). Yields the product O=C1CC2SCC=C(N12)C(=O)O (8-oxo-5-thia-1-azabicyclo-[4.2.0]oct-2-ene-2-carboxylic acid). Reaction SMILES: NC1SC=C(C(=O)C(N[C@@H:11]2[C:18](=[O:19])[N:17]3[C@@H:12]2[S:13][CH2:14][C:15](CSC2N4N=C(C(=O)N)N=C4N=C(C)C=2)=[C:16]3[C:20]([OH:22])=[O:21])=O)N=1.O(C(C)(C)C(NNS(C1C=CC(O)=C(O)C=1)(=O)=O)=O)N>>[O:19]=[C:18]1[N:17]2[CH:12]([S:13][CH2:14][CH:15]=[C:16]2[C:20]([OH:22])=[O:21])[CH2:11]1. Procedure: 34 mg of (6R,7R)-7-(2-amino-4-thiazoleglyoxylamido)-3-[[(2-carbamoyl-5-methyl-s-triazolo[1,5-a]pyrimidin-7-yl)thio]methyl]-8-oxo-5-thia-1-azabicyclo[4.2.0]oct-2-ene-2-carboxylic acid were reacted with 28 mg of 2-[2-(aminoxy)-2-methylpropionyl]-1-[(3,4-dihydroxyphenyl)sulphonyl]hydrazine according to the procedure described in Example 7. After purification of the crude product with the chromatographic procedure described in Example 1 and lyophilization of the product, there was obtained (6R,7R)-7... Starting materials: C(C)(C)(C)NS(=O)(=O)C=1SC=CC1C(CF)OC(C)=O (N-t-butyl-3-(1-acetoxy-2-fluoroethyl)-2-thiophenesulfonamide). Run in FC(C(=O)O)(F)F (trifluoroacetic acid). Run at time 12 hour. Yields the product C(C)(=O)OC(CF)C1=C(SC=C1)S(=O)(=O)N (3-(1-acetoxy-2-fluoroethyl)-2-thiophenesulfonamide). The yield is 65.3%. Reaction SMILES: C([NH:5][S:6]([C:9]1[S:10][CH:11]=[CH:12][C:13]=1[CH:14]([O:17][C:18](=[O:20])[CH3:19])[CH2:15][F:16])(=[O:8])=[O:7])(C)(C)C>FC(F)(F)C(O)=O>[C:18]([O:17][CH:14]([C:13]1[CH:12]=[CH:11][S:10][C:9]=1[S:6]([NH2:5])(=[O:7])=[O:8])[CH2:15][F:16])(=[O:20])[CH3:19]. Procedure details: 1.4 g (0.0043 mole) of N-t-butyl-3-(1-aceoxy-2-fluoroethyl) -2-thiophenesulfonamide synthesized in Example 2 dissolved in 5 ml of trifluoroacetic acid. The reaction solution was stirred at normal temperature for 12 hours and then concentrated under reduced pressure. The residue was dissolved in methylene chloride and washed with aqueous sodium bicarbonate solution. The organic layer was separated, dried over anhydrous magnesium sulfate and then filtered. The filtrate was concentrated. The residu... Reactants: C(CCl)Cl (EDC), N1=CC(=CC=C1)N (3-pyridinamine), C=1C=CC2=C(C1)N=NN2O (HOBT), C(C)(C)N(CC)C(C)C (diisopropylethylamine), FC1=CC=C(C=C1)COC1=C(C(=O)O)C=C(C=C1)C(F)(F)F (2-{[(4-fluorophenyl)methyl]oxy}-5-(trifluoromethyl)benzoic acid). Solvent: CN(C=O)C (N,N-dimethylformamide), O (water). Conditions: time 8 hour. Product: FC1=CC=C(C=C1)COC1=C(C(=O)NC=2C=NC=CC2)C=C(C=C1)C(F)(F)F (2-{[(4-Fluorophenyl)methyl]oxy}-N-3-pyridinyl-5-(trifluoromethyl)benzamide). As a reaction SMILES: C(Cl)CCl.[N:5]1[CH:10]=[CH:9][CH:8]=[C:7]([NH2:11])[CH:6]=1.C1C=CC2N(O)N=NC=2C=1.C(N(C(C)C)CC)(C)C.[F:31][C:32]1[CH:37]=[CH:36][C:35]([CH2:38][O:39][C:40]2[CH:48]=[CH:47][C:46]([C:49]([F:52])([F:51])[F:50])=[CH:45][C:41]=2[C:42](O)=[O:43])=[CH:34][CH:33]=1>CN(C)C=O.O>[F:31][C:32]1[CH:37]=[CH:36][C:35]([CH2:38][O:39][C:40]2[CH:48]=[CH:47][C:46]([C:49]([F:50])([F:51])[F:52])=[CH:45][C:41]=2[C:42]([NH:11][C:7]2[CH:6]=[N:5][CH:10]=[CH:9][CH:8]=2)=[O:43])=[CH:34][CH:33]=1. Procedure details: EDC (122 mg, 0.64 mmol), 3-pyridinamine (59.9 mg, 0.64 mmol), HOBT (63.4 mg, 0.41 mmol) and diisopropylethylamine (0.11 ml, 0.64 mmol) were added to a solution of 2-{[(4-fluorophenyl)methyl]oxy}-5-(trifluoromethyl)benzoic acid (may be prepared as described in Description 119; 100 mg, 0.32 mmol) in N,N-dimethylformamide (5 ml) and the mixture was stirred at room temperature overnight. The mixture was then heated to 70° C. for 5 hours. The mixture was diluted with water (25 ml) and extracted with ...